The task is: describe an organic reaction: reactants, conditions, products, and yield. This data is from the Open Reaction Database (ORD), a public repository of structured organic reaction records. The reactants are C1(C=2C(C(N1CCC1=C(C=O)C=CC=C1)=O)=CC=CC2)=O (2-(2′-phthalimidoethyl) benzaldehyde), [N+](=O)([O-])C (nitromethane), C(C)(=O)O (acetic acid), C(CCC)N (n-butyl amine), C(OC)(OC)OC (trimethyl orthoformate). Solvent: CO (methanol). Run at temperature 35 celsius, time 30 hour. Yields the product C1(C=2C(C(N1CCC1=C(C=C[N+](=O)[O-])C=CC=C1)=O)=CC=CC2)=O (2-(2′-phthalimido Ethyl) β-nitrostyrene). As a reaction SMILES: [C:1]1(=[O:21])[N:5]([CH2:6][CH2:7][C:8]2[CH:15]=[CH:14][CH:13]=[CH:12][C:9]=2[CH:10]=O)[C:4](=[O:16])[C:3]2=[CH:17][CH:18]=[CH:19][CH:20]=[C:2]12.[N+:22]([CH3:25])([O-:24])=[O:23].C(O)(=O)C.C(N)CCC.C(OC)(OC)OC>CO>[C:4]1(=[O:16])[N:5]([CH2:6][CH2:7][C:8]2[CH:15]=[CH:14][CH:13]=[CH:12][C:9]=2[CH:10]=[CH:25][N+:22]([O-:24])=[O:23])[C:1](=[O:21])[C:2]2=[CH:20][CH:19]=[CH:18][CH:17]=[C:3]12. Procedure: To a stirred suspension of 2-(2′-phthalimidoethyl) benzaldehyde (900 gm, 3.22 mol), in methanol (9.0 Lt) were added nitromethane (521 ml, 9.65 mol), acetic acid (349 ml, 6.1 mol), n-butyl amine (486 ml, 4.72 mol) and trimethyl orthoformate (499 ml, 3 mol) at room temperature. The reaction mixture was then stirred at 30-40° C. for 30 hrs. The greenish coloured solid was filtered at suction, washed with chilled methanol (700 ml) and dried at 50° C. for 8 hrs. This gave the title compound, 649 gm, ... Reactants: O (water), [Li]N1C(CCCC1(C)C)(C)C (LTMP), COC1=CC(=CC2=C(C(=C(C=C12)OC)OC)C)C(=O)O (4,6,7-trimethoxy-8-methyl-2-naphthoic acid), CI (MeI). Solvent: C1CCOC1 (THF). Run at temperature 0 celsius, time 2 hour. Product: C(C)C=1C(=C(C=C2C(=CC(=CC12)C(=O)O)OC)OC)OC (8-ethyl-4,6,7-trimethoxy-2-naphthoic acid). Yield: 90.0%. Reaction SMILES: [Li]N1C(C)(C)CCC[C:3]1(C)C.[CH3:12][O:13][C:14]1[C:23]2[C:18](=[C:19]([CH3:28])[C:20]([O:26][CH3:27])=[C:21]([O:24][CH3:25])[CH:22]=2)[CH:17]=[C:16]([C:29]([OH:31])=[O:30])[CH:15]=1.CI.O>C1COCC1>[CH2:28]([C:19]1[C:20]([O:26][CH3:27])=[C:21]([O:24][CH3:25])[CH:22]=[C:23]2[C:18]=1[CH:17]=[C:16]([C:29]([OH:31])=[O:30])[CH:15]=[C:14]2[O:13][CH3:12])[CH3:3]. Reported procedure: LTMP (7.5 mmol) is added at 0° C. to a solution of 4,6,7-trimethoxy-8-methyl-2-naphthoic acid (0.414 g, 1.5 mmol) in anhydrous THF (30 mL). The mixture is stirred for 2 h at 0° C. then trapped with MeI (0.943 mL, 15 mmol). After 2 h at 0° C., the reaction mixture is heated to ambient temperature and then hydrolysed with 30 mL of water. The aqueous phase is washed with ethyl ether (2×20 mL), acidified with 2M HCl (pH 1-2), then extracted with ethyl ether (3×30 mL). The combined organic phases are... Starting materials: example 82 ( b ), C(C)(C)(C)OC(=O)N1CCN(CC1)C(N=CN(C)C)=S (4-(dimethylaminomethylene-thiocarbamoyl)-piperazine-1-carboxylic acid tert-butyl ester), BrCC(C(C)(C)C)=O (1-bromo-pinacolone). The product is C(C)(C)(C)OC(=O)N1CCN(CC1)C=1SC(=CN1)C(C(C)(C)C)=O (4-[5-(2,2-Dimethyl-propionyl)-thiazol-2-yl]-piperazine-1-carboxylic acid tert-butyl ester). Yield: 87.0%. Reaction SMILES: [C:1]([O:5][C:6]([N:8]1[CH2:13][CH2:12][N:11]([C:14](=[S:20])[N:15]=[CH:16]N(C)C)[CH2:10][CH2:9]1)=[O:7])([CH3:4])([CH3:3])[CH3:2].Br[CH2:22][C:23](=[O:28])[C:24]([CH3:27])([CH3:26])[CH3:25]>>[C:1]([O:5][C:6]([N:8]1[CH2:9][CH2:10][N:11]([C:14]2[S:20][C:22]([C:23](=[O:28])[C:24]([CH3:27])([CH3:26])[CH3:25])=[CH:16][N:15]=2)[CH2:12][CH2:13]1)=[O:7])([CH3:2])([CH3:3])[CH3:4]. Procedure details: Prepared in analogy to example 82 (b) from 4-(dimethylaminomethylene-thiocarbamoyl)-piperazine-1-carboxylic acid tert-butyl ester (Example 82(a)) and 1-bromo-pinacolone. The crude material was purified by chromatography (SiO2, ethyl acetate/heptane) to afford the title compound as a white crystalline solid (yield 87%). MS (m/e): 354.3 (M+H+, 100%). The reactants are ClCC=1N=CN(C1)C(C1=CC=CC=C1)(C1=CC=CC=C1)C1=CC=CC=C1 (4-chloromethyl-1-trityl-1H-imidazole), O1CCN(CC1)C=1C=C(C=CC1)O (3-morpholinophenol), N1C=NC(=C1)COC=1C=C(C=CC1)N1CCOCC1 (4-[3-(1H-imdazol-4-ylmethoxy)-phenyl]-morpholine). Product: N1C=NC(=C1)COC1=C(C=CC=C1)N1CCOCC1 (4-[-(1H-Imidazol-4-ylmethoxy)-phenyl]-morpholine). Reaction SMILES: ClCC1N=CN(C(C2C=CC=CC=2)(C2C=CC=CC=2)C2C=CC=CC=2)C=1.[O:27]1[CH2:32][CH2:31][N:30]([C:33]2[CH:34]=[C:35](O)[CH:36]=[CH:37][CH:38]=2)[CH2:29][CH2:28]1.[NH:40]1[CH:44]=[C:43]([CH2:45][O:46]C2C=C(N3CCOCC3)C=CC=2)[N:42]=[CH:41]1>>[NH:40]1[CH:44]=[C:43]([CH2:45][O:46][C:38]2[CH:37]=[CH:36][CH:35]=[CH:34][C:33]=2[N:30]2[CH2:31][CH2:32][O:27][CH2:28][CH2:29]2)[N:42]=[CH:41]1. Reported procedure: In analogy to example 20, 4-chloromethyl-1-trityl-1H-imidazole (CAS103057-10-9) was reacted with 3-morpholinophenol and converted to 4-[3-(1H-imdazol-4-ylmethoxy)-phenyl]-morpholine as a white solid. MS (ISP): 260.3 ([M+H]+)